From a dataset of the Open Reaction Database (ORD), a public repository of structured organic reaction records. describe an organic reaction: reactants, conditions, products, and yield Reactants: COC(CCC=1N=CNC1)=O (3-(1H-Imidazol-4-yl)-propionic acid methyl ester), C(=O)([O-])[O-].[K+].[K+] (K2CO3), BrCC1=NOC(=C1)C=1SC(=CC1)Cl (3-Bromomethyl-5-(5-chloro-thiophen-2-yl)-isoxazole). Solvent: CN(C)C=O (DMF). Conditions: temperature 70 celsius, time 2 hour. Product: COC(CCC=1N=CN(C1)CC1=NOC(=C1)C=1SC(=CC1)Cl)=O (3-{1-[5-(5-chloro-thiophen-2-yl)-isoxazol-3-ylmethyl]-1H-imidazol-4-yl}-propionic acid methyl ester). Isolated yield 49.6%. Reaction SMILES: [CH3:1][O:2][C:3](=[O:11])[CH2:4][CH2:5][C:6]1[N:7]=[CH:8][NH:9][CH:10]=1.C([O-])([O-])=O.[K+].[K+].Br[CH2:19][C:20]1[CH:24]=[C:23]([C:25]2[S:26][C:27]([Cl:30])=[CH:28][CH:29]=2)[O:22][N:21]=1>CN(C=O)C>[CH3:1][O:2][C:3](=[O:11])[CH2:4][CH2:5][C:6]1[N:7]=[CH:8][N:9]([CH2:19][C:20]2[CH:24]=[C:23]([C:25]3[S:26][C:27]([Cl:30])=[CH:28][CH:29]=3)[O:22][N:21]=2)[CH:10]=1 |f:1.2.3|. Procedure: To a solution of 190 mg of 3-(1H-Imidazol-4-yl)-propionic acid methyl ester (hydrochloride salt) in DMF (5 mL) was added K2CO3 (414 mg) and 3-Bromomethyl-5-(5-chloro-thiophen-2-yl)-isoxazole (278 mg). The mixture was stirred for 2 h at 70° C. After removal of the solvent in vacuo the residue was taken up in ethyl acetate. The mixture was washed with water and brine. The organic phase was dried over anhydrous MgSO4 and concentrated under reduced pressure to give crude 3-{1-[5-(5-chloro-thiophen-2... Reactants: COC=1N=C2C=3OC(CN(C3C=NC2=CC1)C)[C@@H]1CC[C@H](CC1)N (trans-4-(6-methoxy-1-methyl-2,3-dihydro-1H-4-oxa-1,5,9-triaza-phenanthren-3-yl)-cyclohexylamine), O=C1CSC2=C(N1)C=C(C=C2)C(=O)O (3-oxo-3,4-dihydro-2H-benzo[1,4]thiazine-6-carboxylic acid). Yields the product COC=1N=C2C=3OC(CN(C3C=NC2=CC1)C)[C@@H]1CC[C@H](CC1)NC(=O)C=1C=CC2=C(NC(CS2)=O)C1 (3-oxo-3,4-dihydro-2H-benzo[1,4]thiazine-6-carboxylic acid [trans-4-(6-methoxy-1-methyl-2,3-dihydro-1H-4-oxa-1,5,9-triaza-phenanthren-3-yl)-cyclohexyl]-amide). RXN SMILES: [CH3:1][O:2][C:3]1[N:4]=[C:5]2[C:14](=[CH:15][CH:16]=1)[N:13]=[CH:12][C:11]1[N:10]([CH3:17])[CH2:9][CH:8]([C@H:18]3[CH2:23][CH2:22][C@H:21]([NH2:24])[CH2:20][CH2:19]3)[O:7][C:6]2=1.[O:25]=[C:26]1[NH:31][C:30]2[CH:32]=[C:33]([C:36](O)=[O:37])[CH:34]=[CH:35][C:29]=2[S:28][CH2:27]1>>[CH3:1][O:2][C:3]1[N:4]=[C:5]2[C:14](=[CH:15][CH:16]=1)[N:13]=[CH:12][C:11]1[N:10]([CH3:17])[CH2:9][CH:8]([C@H:18]3[CH2:23][CH2:22][C@H:21]([NH:24][C:36]([C:33]4[CH:34]=[CH:35][C:29]5[S:28][CH2:27][C:26](=[O:25])[NH:31][C:30]=5[CH:32]=4)=[O:37])[CH2:20][CH2:19]3)[O:7][C:6]2=1. Procedure details: The titled compound is prepared as an off-white lyophilizated powder following Scheme 7 and in analogy to Example 47 using trans-4-(6-methoxy-1-methyl-2,3-dihydro-1H-4-oxa-1,5,9-triaza-phenanthren-3-yl)-cyclohexylamine and 3-oxo-3,4-dihydro-2H-benzo[1,4]thiazine-6-carboxylic acid as starting materials. Starting materials: ClC=1C=C(C=CC1)[C@@H]1NC(N[C@@H]1C1=CC(=CC=C1)Cl)=S (cis-4,5-bis-(3-Chlorophenyl)imidazolidine-2-thione), CI (methyl iodide). Yield: 85.5%. Yields the product I.ClC=1C=C(C=CC1)[C@@H]1N=C(N[C@@H]1C1=CC(=CC=C1)Cl)SC (cis-4,5-bis-(3-Chlorophenyl)-2-methylthio-4,5-dihydro-1H-imidazole hydroiodide). Reported procedure: A mixture of cis-4,5-bis-(3-chlorophenyl)imidazolidine-2-thione (33) (8.23 g, 0.0254 mol) and methyl iodide (3.17 mL, 0.0509 mol) in abs. EtOH (25 mL) is heated at 90° C. for 8 h. The reaction mixture is cooled to rt, concentrated in vacuo, and the residue triturated with abs EtOH. The insoluble material is filtered to give 10.1 g of the product 50. Solvent: CCO (EtOH). As a reaction SMILES: [Cl:1][C:2]1[CH:3]=[C:4]([C@H:8]2[C@@H:12]([C:13]3[CH:18]=[CH:17][CH:16]=[C:15]([Cl:19])[CH:14]=3)[NH:11][C:10](=[S:20])[NH:9]2)[CH:5]=[CH:6][CH:7]=1.[CH3:21][I:22]>CCO>[IH:22].[Cl:19][C:15]1[CH:14]=[C:13]([C@H:12]2[C@@H:8]([C:4]3[CH:5]=[CH:6][CH:7]=[C:2]([Cl:1])[CH:3]=3)[NH:9][C:10]([S:20][CH3:21])=[N:11]2)[CH:18]=[CH:17][CH:16]=1 |f:3.4|. Starting materials: C, CCOC(C)=O, CC#Cc1ccc2cc(-c3ccc(F)c(F)c3)ccc2c1, [H][H], [Pd]. Product: CCCc1ccc2cc(-c3ccc(F)c(F)c3)ccc2c1. As a reaction SMILES: [C:30].[CH3:24][CH2:25][O:26][C:27](=[O:28])[CH3:29].[F:1][c:2]1[cH:3][c:4](-[c:9]2[cH:10][c:11]3[cH:12][cH:13][c:14]([C:19]#[C:20][CH3:21])[cH:15][c:16]3[cH:17][cH:18]2)[cH:5][cH:6][c:7]1[F:8].[H:22][H:23].[Pd:31]>>[F:1][c:2]1[cH:3][c:4](-[c:9]2[cH:10][c:11]3[cH:12][cH:13][c:14]([CH2:19][CH2:20][CH3:21])[cH:15][c:16]3[cH:17][cH:18]2)[cH:5][cH:6][c:7]1[F:8]. The reactants are O=C([O-])[O-], O=C(CBr)N(Cc1ccccc1)Cc1ccccc1, CC(C)c1cc(O)cc2c1C(=O)N(COC(=O)c1c(Cl)cccc1Cl)S2(=O)=O, [K+], [K+], CN(C)C=O. Yields the product CC(C)c1cc(OCC(=O)N(Cc2ccccc2)Cc2ccccc2)cc2c1C(=O)N(COC(=O)c1c(Cl)cccc1Cl)S2(=O)=O. As a reaction SMILES: [C:48](=[O:49])([O-:50])[O-:51].[CH2:29]([c:30]1[cH:31][cH:32][cH:33][cH:34][cH:35]1)[N:36]([C:37]([CH2:38][Br:39])=[O:40])[CH2:41][c:42]1[cH:43][cH:44][cH:45][cH:46][cH:47]1.[Cl:1][c:2]1[c:3]([C:4](=[O:5])[O:6][CH2:7][N:8]2[S:9](=[O:10])(=[O:11])[c:12]3[cH:13][c:14]([OH:23])[cH:15][c:16]([CH:20]([CH3:21])[CH3:22])[c:17]3[C:18]2=[O:19])[c:24]([Cl:28])[cH:25][cH:26][cH:27]1.[K+:52].[K+:53].[O:54]=[CH:55][N:56]([CH3:57])[CH3:58]>>[Cl:1][c:2]1[c:3]([C:4](=[O:5])[O:6][CH2:7][N:8]2[S:9](=[O:10])(=[O:11])[c:12]3[cH:13][c:14]([O:23][CH2:38][C:37]([N:36]([CH2:29][c:30]4[cH:31][cH:32][cH:33][cH:34][cH:35]4)[CH2:41][c:42]4[cH:43][cH:44][cH:45][cH:46][cH:47]4)=[O:40])[cH:15][c:16]([CH:20]([CH3:21])[CH3:22])[c:17]3[C:18]2=[O:19])[c:24]([Cl:28])[cH:25][cH:26][cH:27]1. Reactants: C(#N)C1=CC=C(CN2C=NC=C2CC(=S)N)C=C1 (1-(4-cyanobenzyl)-5-(aminothiocarbonyl)methyl-1H-imidazole), C1CCOC1 (THF), CN1C(=CC=C1)C(CBr)=O (N-methyl-a-bromoacetylpyrrole). Run in CCOC(=O)C (EtOAc). Run at temperature 50 celsius. The product is C(#N)C1=CC=C(CN2C=NC=C2CC=2SC(=CN2)C=2N(C=CC2)C)C=C1 (1-(4-Cyanobenzyl)-5-[5-(1-methylpyrrol-2-yl)-thiazol-2-ylmethyl]imidazole). RXN SMILES: [C:1]([C:3]1[CH:18]=[CH:17][C:6]([CH2:7][N:8]2[C:12]([CH2:13][C:14]([NH2:16])=[S:15])=[CH:11][N:10]=[CH:9]2)=[CH:5][CH:4]=1)#[N:2].C1COCC1.[CH3:24][N:25]1[CH:29]=[CH:28][CH:27]=[C:26]1[C:30](=O)[CH2:31]Br>CCOC(C)=O>[C:1]([C:3]1[CH:18]=[CH:17][C:6]([CH2:7][N:8]2[C:12]([CH2:13][C:14]3[S:15][C:30]([C:26]4[N:25]([CH3:24])[CH:29]=[CH:28][CH:27]=4)=[CH:31][N:16]=3)=[CH:11][N:10]=[CH:9]2)=[CH:5][CH:4]=1)#[N:2]. Reported procedure: To a 25 mL round bottomed flask with a stirring bar reflux condenser and an argon inlet is added 1-(4-cyanobenzyl)-5-(aminothiocarbonyl)methyl-1H-imidazole (0.12 g, 0.468 mmol), dry THF (10 mL), and N-methyl-a-bromoacetylpyrrole (0.098 g, 0.491 mmol). This mixture is heated at 50° C. for 7 hours. The cooled reaction mixture is diluted with EtOAc and washed sucessively with aq. NaHCO3, water, and brine. The organic extract is dried, (MgSO4) and the solvent is evaporated in vacuo. The residue is p...